From a dataset of the Open Reaction Database (ORD), a public repository of structured organic reaction records. describe an organic reaction: reactants, conditions, products, and yield Reactants: [BH4-].[Na+] (Sodium borohydride), N1=CC=C(C2=CC=CC=C12)C=O (quinoline-4-carbaldehyde), Cl (HCl). The solvent is CO (methanol). Conditions: temperature 0 celsius, time 1 hour. Product: N1=CC=C(C2=CC=CC=C12)CO (quinolin-4-ylmethanol). As a reaction SMILES: [N:1]1[C:10]2[C:5](=[CH:6][CH:7]=[CH:8][CH:9]=2)[C:4]([CH:11]=[O:12])=[CH:3][CH:2]=1.[BH4-].[Na+].Cl>CO>[N:1]1[C:10]2[C:5](=[CH:6][CH:7]=[CH:8][CH:9]=2)[C:4]([CH2:11][OH:12])=[CH:3][CH:2]=1 |f:1.2|. Procedure: A solution of quinoline-4-carbaldehyde (0.50 g, 3.24 mmol) dissolved in methanol (5 mL) was cooled to 0° C. Sodium borohydride (0.11 g, 2.91 mmol) was then added portion-wise. After 1 h of stirring at 0° C., 2M HCl (aq) was added drop-wise until pH˜5. The methanol was then evaporated in vacuo and the aqueous phase was neutralized by addition of saturated aqueous NaHCO3. The aqueous solution was extracted with CH2Cl2 (3×) and the combined organic extracts were washed with saturated NaHCO3 (aq) an... Reactants: [Li]CCCC, CN(C)CCN(C)CCN(C)C, COB(OC)OC, CC(=O)O, COc1ccc(F)cc1, [Na+], [Na+], C1CCOC1, OO, O=S([O-])[O-]. Yields the product COc1ccc(F)c(O)c1. Reaction SMILES: [CH2:22]([Li:23])[CH2:24][CH2:25][CH3:26].[CH3:10][N:11]([CH3:12])[CH2:13][CH2:14][N:15]([CH3:16])[CH2:17][CH2:18][N:19]([CH3:20])[CH3:21].[CH3:27][O:28][B:29]([O:30][CH3:31])[O:32][CH3:33].[CH3:42][C:43](=[O:44])[OH:45].[F:1][c:2]1[cH:3][cH:4][c:5]([O:8][CH3:9])[cH:6][cH:7]1.[Na+:40].[Na+:41].[O:46]1[CH2:47][CH2:48][CH2:49][CH2:50]1.[OH:34][OH:35].[S:36]([O-:37])([O-:38])=[O:39]>>[F:1][c:2]1[c:3]([OH:28])[cH:4][c:5]([O:8][CH3:9])[cH:6][cH:7]1.